This data is from the Open Reaction Database (ORD), a public repository of structured organic reaction records. The task is: describe an organic reaction: reactants, conditions, products, and yield Reactants: C, CCCN1CCN(CCOc2ccc(OCc3ccccc3)c(C(=O)Nc3cc(-c4ccccc4)ccc3C(=O)OC)c2)CC1, CO, CCOC(C)=O, ClC(Cl)Cl, [Pd]. Yields the product CCCN1CCN(CCOc2ccc(O)c(C(=O)Nc3cc(-c4ccccc4)ccc3C(=O)OC)c2)CC1. RXN SMILES: [C:58].[CH2:1]([c:2]1[cH:3][cH:4][cH:5][cH:6][cH:7]1)[O:8][c:9]1[c:10]([C:11](=[O:12])[NH:13][c:14]2[c:15]([C:16](=[O:17])[O:18][CH3:19])[cH:20][cH:21][c:22](-[c:24]3[cH:25][cH:26][cH:27][cH:28][cH:29]3)[cH:23]2)[cH:30][c:31]([O:34][CH2:35][CH2:36][N:37]2[CH2:38][CH2:39][N:40]([CH2:43][CH2:44][CH3:45])[CH2:41][CH2:42]2)[cH:32][cH:33]1.[CH3:50][OH:51].[CH3:52][CH2:53][O:54][C:55](=[O:56])[CH3:57].[CH:46]([Cl:47])([Cl:48])[Cl:49].[Pd:59]>>[OH:8][c:9]1[c:10]([C:11](=[O:12])[NH:13][c:14]2[c:15]([C:16](=[O:17])[O:18][CH3:19])[cH:20][cH:21][c:22](-[c:24]3[cH:25][cH:26][cH:27][cH:28][cH:29]3)[cH:23]2)[cH:30][c:31]([O:34][CH2:35][CH2:36][N:37]2[CH2:38][CH2:39][N:40]([CH2:43][CH2:44][CH3:45])[CH2:41][CH2:42]2)[cH:32][cH:33]1. The reactants are C=CCCC(CCC=C)O (1,8-nonadiene-5-ol), CCOC(=O)/N=N/C(=O)OCC (DEAD), C1=CC=C(C=C1)P(C2=CC=CC=C2)C3=CC=CC=C3 (PPh3), [N+](=O)([O-])C1=CC=C(C=C1)O (4-nitrophenol). The product is [N+](=O)([O-])C1=CC=C(C=C1)OC(CCC=C)CCC=C (1-nitro-4-(1,8-nonadiene-5-yloxy)benzene). Solvent: C(C)(=O)OCC (ethyl acetate), C1CCOC1 (THF), CCOCC (ether), CCCCCC (hexane). As a reaction SMILES: [CH2:1]=[CH:2][CH2:3][CH2:4][CH:5]([OH:10])[CH2:6][CH2:7][CH:8]=[CH2:9].C1C=CC(P(C2C=CC=CC=2)C2C=CC=CC=2)=CC=1.[N+:30]([C:33]1[CH:38]=[CH:37][C:36](O)=[CH:35][CH:34]=1)([O-:32])=[O:31].CCOC(/N=N/C(OCC)=O)=O>C(OCC)(=O)C.CCCCCC.CCOCC.C1COCC1>[N+:30]([C:33]1[CH:38]=[CH:37][C:36]([O:10][CH:5]([CH2:6][CH2:7][CH:8]=[CH2:9])[CH2:4][CH2:3][CH:2]=[CH2:1])=[CH:35][CH:34]=1)([O-:32])=[O:31]. Reported procedure: A 300 ml-capacity three neck flask containing a stirring bar and connected to a condenser was sufficiently dried. Then, a nitrogen atmosphere was established in the flask, and 1,8-nonadiene-5-ol (8) (3.72 g, 2.66 mmol), PPh3 (6.98 g, 2.66 mmol), and 4-nitrophenol (4.43 g, 3.19 mmol) were introduced into the flask. Dried THF (50 ml) was further added to the mixture, the mixture thus obtained was stirred at room temperature, DEAD (12.2 ml, 3.19 mmol) was then dropped into the flask, and the mixtur... Isolated yield 63.9%. The reactants are COCCOC (1,2-dimethoxyethane), BrC1=CC=C2CC[C@@]3(N=C(OCC3(F)F)N)C2=C1 ((R)-6-bromo-5′,5′-difluoro-2,3,5′,6′-tetrahydrospiro[indene-1,4′-[1,3]oxazin]-2′-amine), ClC=1C=C(C=C(C1)Cl)B(O)O (3,5-dichlorophenylboronic acid). The solvent is O (water). The product is ClC=1C=C(C=C(C1)Cl)C1=CC=C2CC[C@@]3(N=C(OCC3(F)F)N)C2=C1 ((R)-6-(3,5-Dichlorophenyl)-5′,5′-difluoro-2,3,5′,6′-tetrahydrospiro[indene-1,4′-[1,3]oxazin]-2′-amine). Isolated yield 15.0%. As a reaction SMILES: Br[C:2]1[CH:18]=[C:17]2[C:5]([CH2:6][CH2:7][C@@:8]32[C:13]([F:15])([F:14])[CH2:12][O:11][C:10]([NH2:16])=[N:9]3)=[CH:4][CH:3]=1.[Cl:19][C:20]1[CH:21]=[C:22](B(O)O)[CH:23]=[C:24]([Cl:26])[CH:25]=1.COCCOC>O>[Cl:19][C:20]1[CH:21]=[C:22]([C:2]2[CH:18]=[C:17]3[C:5]([CH2:6][CH2:7][C@@:8]43[C:13]([F:15])([F:14])[CH2:12][O:11][C:10]([NH2:16])=[N:9]4)=[CH:4][CH:3]=2)[CH:23]=[C:24]([Cl:26])[CH:25]=1. Reported procedure: In a manner analogous to that described in Example 1, the cross-coupling reaction of (R)-6-bromo-5′,5′-difluoro-2,3,5′,6′-tetrahydrospiro[indene-1,4′-[1,3]oxazin]-2′-amine (intermediate A6.5) with 3,5-dichlorophenylboronic acid in a 3:1-mixture of 1,2-dimethoxyethane and water as the solvent yielded the title compound (15% yield) as an off-white solid. MS (ISP): m/z=382.8 [M+H]+. Starting materials: ClC1=CC=C(C=C1)C1=CC=C(C=C1)C=O (4′-chlorobiphenyl-4-carboxaldehyde), CCO (EtOH), C=C[C@H]1CN2CC[C@H]1C[C@H]2[C@@H](C3=CC=NC4=CC=CC=C34)O ((−)-Cinchonidine), C1(=CC=C(C=C1)C=O)C1=CC=CC=C1 (biphenyl-4-carboxaldehyde). The product is C1(=CC=C(C=C1)C1C(=C(C(O1)=O)O)O)C1=CC=CC=C1 (5-[(1,1′-biphenyl)-4-yl]-3,4-dihydroxy-2(5H)-furanone), 5-[(4′-chloro-1,1′-biphenyl)-4-yl]-3,4-dihydroxy-2(5H)-furanone. RXN SMILES: C=C[C@@H]1[C@@H]2C[C@@H]([C@H:11]([OH:22])C3C4C(=CC=CC=4)N=CC=3)N(CC2)C1.[C:23]1([C:31]2[CH:36]=[CH:35][CH:34]=[CH:33][CH:32]=2)[CH:28]=[CH:27][C:26]([CH:29]=[O:30])=[CH:25][CH:24]=1.ClC1C=CC(C2C=CC(C=[O:51])=CC=2)=CC=1.[CH3:52][CH2:53][OH:54]>>[C:23]1([C:31]2[CH:32]=[CH:33][CH:34]=[CH:35][CH:36]=2)[CH:24]=[CH:25][C:26]([CH:29]2[O:30][C:53](=[O:54])[C:52]([OH:51])=[C:11]2[OH:22])=[CH:27][CH:28]=1. Reported procedure: Solvents were of commercial quality and were used as received. (−)-Cinchonidine {96%; [α]23=−109.2° (c=1.5; EtOH)} was purchased from Aldrich Chemical and used as such. 5-[(1,1′-biphenyl)-4-yl]-3,4-dihydroxy-2(5H)-furanone and 5-[(4′-chloro-1,1′-biphenyl)-4-yl]-3,4-dihydroxy-2(5H)-furanone were prepared according to Dahn's method 1,2,3,4,5 starting, respectively, from biphenyl-4-carboxaldehyde and 4′-chlorobiphenyl-4-carboxaldehyde 6.